This data is from the Open Reaction Database (ORD), a public repository of structured organic reaction records. The task is: describe an organic reaction: reactants, conditions, products, and yield Reactants: FC1=CC(=CC(=C1)C(F)(F)F)[N+](=O)[O-] (1-fluoro-3-nitro-5-(trifluoromethyl)benzene), C(=O)([O-])[O-].[K+].[K+] (K2CO3), CC=1C=NNC1 (4-methyl-1H-pyrazole). The solvent is CN(C)C=O (DMF). Reaction conditions: temperature 110 celsius. Product: CC=1C=NN(C1)C1=CC(=CC(=C1)C(F)(F)F)[N+](=O)[O-] (4-methyl-1-(3-nitro-5-(trifluoromethyl)phenyl)-1H-pyrazole). Yield: 70.2%. RXN SMILES: F[C:2]1[CH:7]=[C:6]([C:8]([F:11])([F:10])[F:9])[CH:5]=[C:4]([N+:12]([O-:14])=[O:13])[CH:3]=1.C([O-])([O-])=O.[K+].[K+].[CH3:21][C:22]1[CH:23]=[N:24][NH:25][CH:26]=1>CN(C=O)C>[CH3:21][C:22]1[CH:23]=[N:24][N:25]([C:2]2[CH:7]=[C:6]([C:8]([F:11])([F:10])[F:9])[CH:5]=[C:4]([N+:12]([O-:14])=[O:13])[CH:3]=2)[CH:26]=1 |f:1.2.3|. Reported procedure: To a solution of 1-fluoro-3-nitro-5-(trifluoromethyl)benzene (500 mg, 2.391 mmol) and K2CO3 (496 mg, 3.59 mmol) in DMF (3 mL) was added 4-methyl-1H-pyrazole (196 mg, 2.391 mmol) in one portion. Then the mixture stirred under N2 was heated to 110° C. and reacted for 15 h. LCMS analysis showed the starting material disappeared. The solvent was removed in vacuo. The residue was dissolved in DCM (60 mL) and washed with H2O (20 mL) and brine (20 mL). The organic layer was dried over Na2SO4, filtered ... The product is O=C(Cl)c1ccc([N+](=O)[O-])c(F)c1. Starting materials: Cc1ccccc1, O=C(O)c1ccc([N+](=O)[O-])c(F)c1, O=S(Cl)Cl. Reaction SMILES: [CH3:18][c:19]1[cH:20][cH:21][cH:22][cH:23][cH:24]1.[F:1][c:2]1[cH:3][c:4]([C:5](=[O:6])[OH:7])[cH:8][cH:9][c:10]1[N+:11](=[O:12])[O-:13].[S:14]([Cl:15])([Cl:16])=[O:17]>>[F:1][c:2]1[cH:3][c:4]([C:5](=[O:6])[Cl:16])[cH:8][cH:9][c:10]1[N+:11](=[O:12])[O-:13]. Starting materials: COC(=O)C1CCOc2cc(F)c(C#N)cc21, C1CCOC1, CO, CCOC(C)=O, Cl, [Na+], [OH-], O. The product is N#Cc1cc2c(cc1F)OCCC2C(=O)O. RXN SMILES: [C:1](#[N:2])[c:3]1[cH:4][c:5]2[c:10]([cH:11][c:12]1[F:13])[O:9][CH2:8][CH2:7][CH:6]2[C:14](=[O:15])[O:16][CH3:17].[CH2:23]1[O:24][CH2:25][CH2:26][CH2:27]1.[CH3:21][OH:22].[CH3:28][CH2:29][O:30][C:31](=[O:32])[CH3:33].[ClH:34].[Na+:19].[OH-:18].[OH2:20]>>[C:1](#[N:2])[c:3]1[cH:4][c:5]2[c:10]([cH:11][c:12]1[F:13])[O:9][CH2:8][CH2:7][CH:6]2[C:14](=[O:15])[OH:16]. Reactants: COc1ccc(Cc2nc3ccccc3c3nc(N)nn23)cc1Br, COc1cc(Cc2nc3ccccc3c3nc(N)nn23)cc(OC)c1. Yields the product Nc1nc2c3ccccc3nc(Cc3ccc(O)c(Br)c3)n2n1. As a reaction SMILES: [Br:1][c:2]1[cH:3][c:4]([CH2:5][c:6]2[n:7][c:8]3[cH:9][cH:10][cH:11][cH:12][c:13]3[c:14]3[n:15]2[n:16][c:17]([NH2:19])[n:18]3)[cH:20][cH:21][c:22]1[O:23][CH3:24].[CH3:25][O:26][c:27]1[cH:28][c:29]([CH2:35][c:36]2[n:37]3[n:38][c:39]([NH2:40])[n:41][c:42]3[c:43]3[cH:44][cH:45][cH:46][cH:47][c:48]3[n:49]2)[cH:30][c:31]([O:32][CH3:33])[cH:34]1>>[Br:1][c:2]1[cH:3][c:4]([CH2:5][c:6]2[n:7][c:8]3[cH:9][cH:10][cH:11][cH:12][c:13]3[c:14]3[n:15]2[n:16][c:17]([NH2:19])[n:18]3)[cH:20][cH:21][c:22]1[OH:23].